From a dataset of the Open Reaction Database (ORD), a public repository of structured organic reaction records. describe an organic reaction: reactants, conditions, products, and yield The reactants are OCCN(C1=CC=C(C=C1)C=1NC2=C(N1)C=CC(=C2)N)CCO (2-(4-(bis(2-hydroxyethyl)amino)phenyl)-5-aminobenzimidazole), C(#N)C1=CC=C(C=C1)C=1NC2=C(N1)C=CC(=C2)C(=O)[O-] (2-(4-cyanophenyl)benzimidazole-5-carboxylate). Procedure details: Compound 293 was prepared according to the procedure similar to that described in Scheme V from 2-(4-(bis(2-hydroxyethyl)amino)phenyl)-5-aminobenzimidazole and 2-(4-cyanophenyl)benzimidazole-5-carboxylate. [M+H]+ calcd for C32H25N7O3: 558.22; found: 557.99. Reaction SMILES: [OH:1][CH2:2][CH2:3][N:4]([CH2:21][CH2:22][OH:23])[C:5]1[CH:10]=[CH:9][C:8]([C:11]2[NH:12][C:13]3[CH:19]=[C:18]([NH2:20])[CH:17]=[CH:16][C:14]=3[N:15]=2)=[CH:7][CH:6]=1.[C:24]([C:26]1[CH:31]=[CH:30][C:29]([C:32]2[NH:33][C:34]3[CH:40]=[C:39]([C:41]([O-])=[O:42])[CH:38]=[CH:37][C:35]=3[N:36]=2)=[CH:28][CH:27]=1)#[N:25]>>[OH:1][CH2:2][CH2:3][N:4]([CH2:21][CH2:22][OH:23])[C:5]1[CH:10]=[CH:9][C:8]([C:11]2[NH:15][C:14]3[CH:16]=[CH:17][C:18]([NH:20][C:41]([C:39]4[CH:38]=[CH:37][C:35]5[N:36]=[C:32]([C:29]6[CH:28]=[CH:27][C:26]([C:24]#[N:25])=[CH:31][CH:30]=6)[NH:33][C:34]=5[CH:40]=4)=[O:42])=[CH:19][C:13]=3[N:12]=2)=[CH:7][CH:6]=1. Product: OCCN(C1=CC=C(C=C1)C1=NC2=C(N1)C=CC(=C2)NC(=O)C=2C=CC1=C(NC(=N1)C1=CC=C(C=C1)C#N)C2)CCO (N-(2-(4-(bis(2-hydroxyethyl)amino)phenyl)-1H-benzo[d]imidazol-5-yl)-2-(4-cyanophenyl)-1H-benzo[d]imidazole-6-carboxamide). Starting materials: ON1N=NC2=C1C=CC=C2 (1-Hydroxybenzotriazole), Cl.CN(CCCN=C=NCC)C (1-(3-dimethylaminopropyl)-3-ethylcarbodiimide hydrochloride), C(C1=CC=CC=C1)C1=CC=C(N)C=C1 (4-benzylaniline), C(C)(C)(C)OC(=O)NCC(=O)N[C@@H]1C[C@H](N(C1)C(=O)OC(C)(C)C)C(=O)O (trans-4-(N-tert-butoxycarbonylglycylamino)-N-tert-butoxycarbonyl-L-proline). Solvent: ClCCl (dichloromethane), C(Cl)(Cl)Cl (chloroform). Run at time 4 hour. The product is C(C1=CC=CC=C1)C1=CC=C(C=C1)NC([C@H]1N(C[C@@H](C1)NC(CNC(=O)OC(C)(C)C)=O)C(=O)OC(C)(C)C)=O (trans-4-(N-tert-Butoxycarbonylglycylamino)-N-tert-Butoxycarbonyl-L-Proline 4-Benzylphenylamide). Isolated yield 92.3%. RXN SMILES: ON1C2C=CC=CC=2N=N1.Cl.CN(C)CCCN=C=NCC.[CH2:23]([C:30]1[CH:36]=[CH:35][C:33]([NH2:34])=[CH:32][CH:31]=1)[C:24]1[CH:29]=[CH:28][CH:27]=[CH:26][CH:25]=1.[C:37]([O:41][C:42]([NH:44][CH2:45][C:46]([NH:48][C@H:49]1[CH2:53][N:52]([C:54]([O:56][C:57]([CH3:60])([CH3:59])[CH3:58])=[O:55])[C@H:51]([C:61](O)=[O:62])[CH2:50]1)=[O:47])=[O:43])([CH3:40])([CH3:39])[CH3:38]>ClCCl.C(Cl)(Cl)Cl>[CH2:23]([C:30]1[CH:31]=[CH:32][C:33]([NH:34][C:61](=[O:62])[C@@H:51]2[CH2:50][C@@H:49]([NH:48][C:46](=[O:47])[CH2:45][NH:44][C:42]([O:41][C:37]([CH3:40])([CH3:39])[CH3:38])=[O:43])[CH2:53][N:52]2[C:54]([O:56][C:57]([CH3:60])([CH3:59])[CH3:58])=[O:55])=[CH:35][CH:36]=1)[C:24]1[CH:25]=[CH:26][CH:27]=[CH:28][CH:29]=1 |f:1.2|. Reported procedure: 1-Hydroxybenzotriazole (21 mg) and 1-(3-dimethylaminopropyl)-3-ethylcarbodiimide hydrochloride (65 mg) were added to a solution of 4-benzylaniline (57 mg) and trans-4-(N-tert-butoxycarbonylglycylamino)-N-tert-butoxycarbonyl-L-proline (Compound D103 (B), 120 mg) in dichloromethane (3 mL) at 0° C. The mixture was stirred at room temperature for 4 hr. The reaction mixture was diluted with chloroform and washed with saturated sodium hydrogen carbonate and brine. The organic layer was dried over anhy...